From a dataset of the Open Reaction Database (ORD), a public repository of structured organic reaction records. describe an organic reaction: reactants, conditions, products, and yield Reactants: CC(=O)Cl, Nc1ccc(-n2nc(Br)c3ccccc3c2=O)cc1, c1ccncc1. Product: CC(=O)Nc1ccc(-n2nc(Br)c3ccccc3c2=O)cc1. RXN SMILES: [CH3:1][C:2]([Cl:3])=[O:4].[NH2:5][c:6]1[cH:7][cH:8][c:9](-[n:12]2[c:13](=[O:23])[c:14]3[cH:15][cH:16][cH:17][cH:18][c:19]3[c:20]([Br:22])[n:21]2)[cH:10][cH:11]1.[cH:24]1[cH:25][cH:26][n:27][cH:28][cH:29]1>>[CH3:1][C:2](=[O:4])[NH:5][c:6]1[cH:7][cH:8][c:9](-[n:12]2[c:13](=[O:23])[c:14]3[cH:15][cH:16][cH:17][cH:18][c:19]3[c:20]([Br:22])[n:21]2)[cH:10][cH:11]1. The reactants are CC[SiH](CC)CC, CO, COc1cccc(C(O)c2ccc(=O)n(Cc3ccc(Cl)cc3)c2)c1, O=C(O)C(F)(F)F. Product: COc1cccc(Cc2ccc(=O)n(Cc3ccc(Cl)cc3)c2)c1. As a reaction SMILES: [CH2:1]([SiH:2]([CH2:3][CH3:4])[CH2:5][CH3:6])[CH3:7].[CH3:33][OH:34].[Cl:8][c:9]1[cH:10][cH:11][c:12]([CH2:13][n:14]2[c:15](=[O:30])[cH:16][cH:17][c:18]([CH:20]([c:21]3[cH:22][c:23]([O:27][CH3:28])[cH:24][cH:25][cH:26]3)[OH:29])[cH:19]2)[cH:31][cH:32]1.[F:35][C:36]([F:37])([F:38])[C:39]([OH:40])=[O:41]>>[Cl:8][c:9]1[cH:10][cH:11][c:12]([CH2:13][n:14]2[c:15](=[O:30])[cH:16][cH:17][c:18]([CH2:20][c:21]3[cH:22][c:23]([O:27][CH3:28])[cH:24][cH:25][cH:26]3)[cH:19]2)[cH:31][cH:32]1. Starting materials: [OH-].[Na+] (sodium hydroxide), COC=1C=C(C=CC1OC)CCN1CC(CCC1)CO (N-[2-(3,4-dimethoxy-phenyl)-ethyl]-3(hydroxymethyl)-piperidine), O (water), P(Br)(Br)Br (phosphorus tribromide). The solvent is C(Cl)(Cl)(Cl)Cl (carbon tetrachloride). Conditions: temperature 0 celsius, time 15 hour. Product: COC=1C=C(C=CC1OC)CCN1CC(CCC1)CBr (N-[2-(3,4-Dimethoxy-phenyl)-ethyl]-3-(bromomethyl)piperidine). Reaction SMILES: [CH3:1][O:2][C:3]1[CH:4]=[C:5]([CH2:11][CH2:12][N:13]2[CH2:18][CH2:17][CH2:16][CH:15]([CH2:19]O)[CH2:14]2)[CH:6]=[CH:7][C:8]=1[O:9][CH3:10].P(Br)(Br)[Br:22].O.[OH-].[Na+]>C(Cl)(Cl)(Cl)Cl>[CH3:1][O:2][C:3]1[CH:4]=[C:5]([CH2:11][CH2:12][N:13]2[CH2:18][CH2:17][CH2:16][CH:15]([CH2:19][Br:22])[CH2:14]2)[CH:6]=[CH:7][C:8]=1[O:9][CH3:10] |f:3.4|. Procedure details: 4.4 g (0.0157 mol) of N-[2-(3,4-dimethoxy-phenyl)-ethyl]-3(hydroxymethyl)-piperidine are dissolved in 70 ml of carbon tetrachloride and cooled to 0° C. Then 1.63 ml (0.0173 mol) of phosphorus tribromide is added, whereupon a bulky precipitate is immediately formed. The mixture is stirred for 15 hours at ambient temperature, water is added and the mixture is neutralized with 2 molar sodium hydroxide solution. The organic phase is separated off, washed with water, dried over magnesium sulphate, co... The reactants are solid, Cl.Cl.O1C=C(C=C2C1=CC=C2)C2N(CCCC2)CC[C@@H]2CC[C@H](CC2)N (trans-4-[2-(4-benzofuran-3-yl-piperidin-1-yl)-ethyl]-cyclohexylamine dihydrochloride), Cl.Cl.O1C=C(C=C2C1=CC=C2)C2N(CCCC2)CC[C@@H]2CC[C@H](CC2)N (trans-4-[2-(4-benzofuran-3-yl-piperidin-1-yl)-ethyl]-cyclohexylamine dihydrochloride), N1(N=CC=C1)C1=CC=C(C(=O)O)C=C1 (4-pyrazol-1-yl-benzoic acid). Yields the product O1C=C(C=C2C1=CC=C2)C2N(CCCC2)CC[C@@H]2CC[C@H](CC2)NC(C2=CC=C(C=C2)N2N=CC=C2)=O (trans-N-[4-{2-(4-Benzofuran-3-yl-piperidin-1-yl)-ethyl]-cyclohexyl}-4-pyrazol-1-yl-benzamide). Reaction SMILES: Cl.Cl.[O:3]1[C:8]2=[CH:9][CH:10]=[CH:11][C:7]2=[CH:6][C:5]([CH:12]2[CH2:17][CH2:16][CH2:15][CH2:14][N:13]2[CH2:18][CH2:19][C@H:20]2[CH2:25][CH2:24][C@H:23]([NH2:26])[CH2:22][CH2:21]2)=[CH:4]1.[N:27]1([C:32]2[CH:40]=[CH:39][C:35]([C:36](O)=[O:37])=[CH:34][CH:33]=2)[CH:31]=[CH:30][CH:29]=[N:28]1>>[O:3]1[C:8]2=[CH:9][CH:10]=[CH:11][C:7]2=[CH:6][C:5]([CH:12]2[CH2:17][CH2:16][CH2:15][CH2:14][N:13]2[CH2:18][CH2:19][C@H:20]2[CH2:21][CH2:22][C@H:23]([NH:26][C:36](=[O:37])[C:35]3[CH:34]=[CH:33][C:32]([N:27]4[CH:31]=[CH:30][CH:29]=[N:28]4)=[CH:40][CH:39]=3)[CH2:24][CH2:25]2)=[CH:4]1 |f:0.1.2|. Reported procedure: The title compound, light yellow solid (93 mg, 75%), MS (ISP) m/z=497.4 [(M+H)+], mp 205° C., was prepared in accordance with the general method of example 1 from trans-4-[2-(4-benzofuran-3-yl-piperidin-1-yl)-ethyl]-cyclohexylamine dihydrochloride (intermediate A) (100 mg, 0.25 mmol) and 4-pyrazol-1-yl-benzoic acid. Starting materials: C(C)OC(=O)C1(CC1)C1=CC=C(C=C1)C1=CC=C(C=C1)C1=C(C(=NO1)C)NC1=CC(=CC=C1)Br (1-{4′-[4-(3-bromo-phenylamino)-3-methyl-isoxazol-5-yl]-biphenyl-4-yl}-cyclopropanecarboxylic acid ethyl ester), N1=CC(=CC=C1)B(O)O (pyridine-3-boronic acid). Product: C(C)OC(=O)C1(CC1)C1=CC=C(C=C1)C1=CC=C(C=C1)C1=C(C(=NO1)C)NC1=CC(=CC=C1)C=1C=NC=CC1 (1-{4′-[3-Methyl-4-(3-pyridin-3-yl-phenylamino)-isoxazol-5-yl]-biphenyl-4-yl}-cyclopropanecarboxylic acid ethyl ester). As a reaction SMILES: [CH2:1]([O:3][C:4]([C:6]1([C:9]2[CH:14]=[CH:13][C:12]([C:15]3[CH:20]=[CH:19][C:18]([C:21]4[O:25][N:24]=[C:23]([CH3:26])[C:22]=4[NH:27][C:28]4[CH:33]=[CH:32][CH:31]=[C:30](Br)[CH:29]=4)=[CH:17][CH:16]=3)=[CH:11][CH:10]=2)[CH2:8][CH2:7]1)=[O:5])[CH3:2].[N:35]1[CH:40]=[CH:39][CH:38]=[C:37](B(O)O)[CH:36]=1>>[CH2:1]([O:3][C:4]([C:6]1([C:9]2[CH:14]=[CH:13][C:12]([C:15]3[CH:20]=[CH:19][C:18]([C:21]4[O:25][N:24]=[C:23]([CH3:26])[C:22]=4[NH:27][C:28]4[CH:33]=[CH:32][CH:31]=[C:30]([C:37]5[CH:36]=[N:35][CH:40]=[CH:39][CH:38]=5)[CH:29]=4)=[CH:17][CH:16]=3)=[CH:11][CH:10]=2)[CH2:8][CH2:7]1)=[O:5])[CH3:2]. Procedure: Prepared according to the procedure described in Example 1, Step 10, using 1-{4′-[4-(3-bromo-phenylamino)-3-methyl-isoxazol-5-yl]-biphenyl-4-yl}-cyclopropanecarboxylic acid ethyl ester and pyridine-3-boronic acid. Reactants: C(=O)NC(CC1=CC=C(C(=O)OC)C=C1)C=1C=NC=CC1 (methyl 4-[2-formamido-2-(3-pyridyl)ethyl]benzoate), S(O)(O)(=O)=O (sulfuric acid), C(O)([O-])=O.[Na+] (sodium hydrogencarbonate). The solvent is methanol-1,4 dioxane. Conditions: temperature 60 celsius. The product is NC(CC1=CC=C(C(=O)OC)C=C1)C=1C=NC=CC1 (methyl 4-[2-amino-2-(3-pyridyl)ethyl]benzoate). The yield is 70.3%. As a reaction SMILES: C([NH:3][CH:4]([C:16]1[CH:17]=[N:18][CH:19]=[CH:20][CH:21]=1)[CH2:5][C:6]1[CH:15]=[CH:14][C:9]([C:10]([O:12][CH3:13])=[O:11])=[CH:8][CH:7]=1)=O.S(=O)(=O)(O)O.C(=O)([O-])O.[Na+]>>[NH2:3][CH:4]([C:16]1[CH:17]=[N:18][CH:19]=[CH:20][CH:21]=1)[CH2:5][C:6]1[CH:15]=[CH:14][C:9]([C:10]([O:12][CH3:13])=[O:11])=[CH:8][CH:7]=1 |f:2.3|. Reported procedure: To 0.30 g of methyl 4-[2-formamido-2-(3-pyridyl)ethyl]benzoate in 10 ml of methanol-1,4 dioxane (1:1) in solution was added 5 ml of 4% sulfuric acid, and stirred under heating at 60 ° C for three hours, which was then poured into an aqueous saturated solution of sodium hydrogencarbonate to be extracted with ethyl acetate. The organic phase was washed in saturated aqueous sodium chloride solution, and dried over magnesium sulfate, to produce 0.19 g of methyl 4-[2-amino-2-(3-pyridyl)ethyl]benzoate...